Dataset: the Open Reaction Database (ORD), a public repository of structured organic reaction records. Task: describe an organic reaction: reactants, conditions, products, and yield The reactants are CC(C)c1cc(-c2ccc(C(F)(F)F)cc2)nc(-n2cnc(Br)c2)n1, CC1(C)OB(c2ccc(N)nc2)OC1(C)C. Yields the product CC(C)c1cc(-c2ccc(C(F)(F)F)cc2)nc(-n2cnc(-c3ccc(N)nc3)c2)n1. As a reaction SMILES: [Br:1][c:2]1[n:3][cH:4][n:5](-[c:7]2[n:8][c:9](-[c:16]3[cH:17][cH:18][c:19]([C:22]([F:23])([F:24])[F:25])[cH:20][cH:21]3)[cH:10][c:11]([CH:13]([CH3:14])[CH3:15])[n:12]2)[cH:6]1.[NH2:26][c:27]1[n:28][cH:29][c:30]([B:33]2[O:34][C:35]([CH3:36])([CH3:37])[C:38]([CH3:39])([CH3:40])[O:41]2)[cH:31][cH:32]1>>[c:2]1(-[c:30]2[cH:29][n:28][c:27]([NH2:26])[cH:32][cH:31]2)[n:3][cH:4][n:5](-[c:7]2[n:8][c:9](-[c:16]3[cH:17][cH:18][c:19]([C:22]([F:23])([F:24])[F:25])[cH:20][cH:21]3)[cH:10][c:11]([CH:13]([CH3:14])[CH3:15])[n:12]2)[cH:6]1. Procedure details: 2.9 g of 5-acetoxy-2,4,6,7-tetramethyl-1,3-benzoxathiole, prepared as described in Example 22, were dissolved in 30 ml of methanol, 1.3 g of sodium methoxide was added to the solution, and the mixture was allowed to react at room temperature for 3 hours. At the end of this time, the reaction mixture was poured into water and the solution was neutralized by adding acetic acid. The separated product was extracted with benzene and the extract was washed with water and dried over anhydrous sodium su... Reactants: C(C)(=O)OC=1C(=C(C2=C(SC(O2)C)C1C)C)C (5-acetoxy-2,4,6,7-tetramethyl-1,3-benzoxathiole), C(C)(=O)O (acetic acid), C[O-].[Na+] (sodium methoxide), O (water). Solvent: CO (methanol). RXN SMILES: C([O:4][C:5]1[C:6]([CH3:17])=[C:7]([CH3:16])[C:8]2[O:12][CH:11]([CH3:13])[S:10][C:9]=2[C:14]=1[CH3:15])(=O)C.C[O-].[Na+].O.C(O)(=O)C>CO>[OH:4][C:5]1[C:6]([CH3:17])=[C:7]([CH3:16])[C:8]2[O:12][CH:11]([CH3:13])[S:10][C:9]=2[C:14]=1[CH3:15] |f:1.2|. The product is OC=1C(=C(C2=C(SC(O2)C)C1C)C)C (5-Hydroxy-2,4,6,7-tetramethyl-1,3-benzoxathiole). The yield is 82.8%. Reactants: c1ccc(COCn2cnc3ccc(OCCCN4CCCCC4)cc32)cc1, CON(C)C(=O)c1sc2ccccc2c1Br, C1CCOC1. Product: O=C(c1sc2ccccc2c1Br)c1nc2ccc(OCCCN3CCCCC3)cc2n1COCc1ccccc1. As a reaction SMILES: [CH2:1]([c:2]1[cH:3][cH:4][cH:5][cH:6][cH:7]1)[O:8][CH2:9][n:10]1[cH:11][n:12][c:13]2[c:14]1[cH:15][c:16]([O:19][CH2:20][CH2:21][CH2:22][N:23]1[CH2:24][CH2:25][CH2:26][CH2:27][CH2:28]1)[cH:17][cH:18]2.[CH3:29][O:30][N:31]([C:32](=[O:33])[c:34]1[c:35]([Br:43])[c:36]2[c:37]([s:38]1)[cH:39][cH:40][cH:41][cH:42]2)[CH3:44].[O:45]1[CH2:46][CH2:47][CH2:48][CH2:49]1>>[CH2:1]([c:2]1[cH:3][cH:4][cH:5][cH:6][cH:7]1)[O:8][CH2:9][n:10]1[c:11]([C:32](=[O:33])[c:34]2[c:35]([Br:43])[c:36]3[c:37]([s:38]2)[cH:39][cH:40][cH:41][cH:42]3)[n:12][c:13]2[c:14]1[cH:15][c:16]([O:19][CH2:20][CH2:21][CH2:22][N:23]1[CH2:24][CH2:25][CH2:26][CH2:27][CH2:28]1)[cH:17][cH:18]2. The reactants are BrC=1SC=C(N1)C(=O)NC(C)C (2-Bromo-N-(1-methylethyl)-1,3-thiazole4-carboxamide), Cl.N1CCC(CC1)N1C(OCC2=C1C=CC=C2)=O (1-piperidin-4-yl-1,4-dihydro-2H-3,1-benzoxazin-2-one hydrochloride). Yields the product CC(C)NC(=O)C=1N=C(SC1)N1CCC(CC1)N1C(OCC2=C1C=CC=C2)=O (N-(1-Methylethyl)-2-[4-(2-oxo-2H-3,1-benzoxazin-1(4H)-yl)piperidin-1-yl]-1,3-thiazole4-carboxamide). RXN SMILES: Br[C:2]1[S:3][CH:4]=[C:5]([C:7]([NH:9][CH:10]([CH3:12])[CH3:11])=[O:8])[N:6]=1.Cl.[NH:14]1[CH2:19][CH2:18][CH:17]([N:20]2[C:25]3[CH:26]=[CH:27][CH:28]=[CH:29][C:24]=3[CH2:23][O:22][C:21]2=[O:30])[CH2:16][CH2:15]1>>[CH3:11][CH:10]([NH:9][C:7]([C:5]1[N:6]=[C:2]([N:14]2[CH2:15][CH2:16][CH:17]([N:20]3[C:25]4[CH:26]=[CH:27][CH:28]=[CH:29][C:24]=4[CH2:23][O:22][C:21]3=[O:30])[CH2:18][CH2:19]2)[S:3][CH:4]=1)=[O:8])[CH3:12] |f:1.2|. Procedure details: The title compound was prepared from the product of step (i) (0.16 g) and 1-piperidin-4-yl-1,4-dihydro-2H-3,1-benzoxazin-2-one hydrochloride (0.15 g) using the method of example 115 step (ii). Yield 0.04 g. Reactants: CCOC(=O)c1csc(N2CC(C(C)(C)C)C2O[SiH](c2ccccc2)c2ccccc2)n1, C[Al](C)C, CC(=O)O, CCOC(C)=O, [Cl-], [NH4+], c1ccccc1. Yields the product CC(C)(C)C1CN(c2nc(C#N)cs2)C1O[SiH](c1ccccc1)c1ccccc1. RXN SMILES: [C:1]([CH3:2])([CH3:3])([CH3:4])[CH:5]1[CH:6]([O:19][SiH:20]([c:21]2[cH:22][cH:23][cH:24][cH:25][cH:26]2)[c:27]2[cH:28][cH:29][cH:30][cH:31][cH:32]2)[N:7]([c:9]2[s:10][cH:11][c:12]([C:14]([O:15][CH2:16][CH3:17])=[O:18])[n:13]2)[CH2:8]1.[CH3:33][Al:34]([CH3:35])[CH3:36].[CH3:39][C:40](=[O:41])[OH:42].[CH3:43][CH2:44][O:45][C:46](=[O:47])[CH3:48].[Cl-:37].[NH4+:38].[cH:49]1[cH:50][cH:51][cH:52][cH:53][cH:54]1>>[C:1]([CH3:2])([CH3:3])([CH3:4])[CH:5]1[CH:6]([O:19][SiH:20]([c:21]2[cH:22][cH:23][cH:24][cH:25][cH:26]2)[c:27]2[cH:28][cH:29][cH:30][cH:31][cH:32]2)[N:7]([c:9]2[s:10][cH:11][c:12]([C:14]#[N:38])[n:13]2)[CH2:8]1. Starting materials: CI, CS(C)=O, CCC(C#N)c1cccc(Cl)c1, [H-], [Na+]. The product is CCC(C)(C#N)c1cccc(Cl)c1. RXN SMILES: [CH3:13][I:14].[CH3:17][S:18]([CH3:19])=[O:20].[Cl:1][c:2]1[cH:3][c:4]([CH:8]([C:9]#[N:10])[CH2:11][CH3:12])[cH:5][cH:6][cH:7]1.[H-:16].[Na+:15]>>[Cl:1][c:2]1[cH:3][c:4]([C:8]([C:9]#[N:10])([CH2:11][CH3:12])[CH3:13])[cH:5][cH:6][cH:7]1. Reactants: FC(C(=O)O)(F)F.N1CCC(CC1)CCC(=O)N1C[C@@H](CCC1)C(=O)N[C@@H](CC(=O)O)C#C (N-[(R)-1-{3-(4-piperidyl)propionyl}-3-piperidylcarbonyl]-3(S)-ethynyl-β-alanine trifluoroacetate), Cl (HCl), C(C)O (ethanol). Conditions: time 2 hour. Yields the product FC(C(=O)O)(F)F.C(C)OC(C[C@H](N[C@H]1CN(CCC1)C(CCC1CCNCC1)=O)C#C)=O (N-[(R)-1-{3-(4-piperidyl)propionyl}-3-piperidyl]-3(S)-ethynyl-β-alanine ethyl ester trifluoro acetate). As a reaction SMILES: [F:1][C:2]([F:7])([F:6])[C:3]([OH:5])=[O:4].[NH:8]1[CH2:13][CH2:12][CH:11]([CH2:14][CH2:15][C:16]([N:18]2[CH2:23][CH2:22][CH2:21][C@@H:20](C(N[C@H](C#C)CC(O)=O)=O)[CH2:19]2)=[O:17])[CH2:10][CH2:9]1.Cl.[CH2:35]([OH:37])[CH3:36]>>[F:1][C:2]([F:7])([F:6])[C:3]([OH:5])=[O:4].[CH2:35]([O:37][C:3](=[O:5])[CH2:2][C@@H:9]([C:10]#[CH:11])[NH:8][C@@H:20]1[CH2:21][CH2:22][CH2:23][N:18]([C:16](=[O:17])[CH2:15][CH2:14][CH:11]2[CH2:10][CH2:9][NH:8][CH2:13][CH2:12]2)[CH2:19]1)[CH3:36] |f:0.1,4.5|. Procedure details: A mixture of N-[(R)-1-{3-(4-piperidyl)propionyl}-3-piperidylcarbonyl]-3(S)-ethynyl-β-alanine trifluoroacetate (0.57 g) and 4.9 HCl in ethanol (30 ml) was stirred at ambient temperature for 2 hours, and the mixture was evaporated in vacuo. The residue was purified by HPLc on C18 silica gel eluting with a solution of 18% CH3CN in 0.1% aqueous TFA solution, and the fractions containing object compound were combined and evaporated in vacuo and freeze-dried to give N-[(R)-1-{3-(4-piperidyl)propionyl}... The reactants are C1=CC=CC=2OC3=CC=CC=C3C(C12)(CC(=O)O)CC(=O)O (xanthene 9,9-diacetic acid), O (water). The solvent is C(C)(=O)OC(C)=O (acetic anhydride). The product is O1C(CC2(CC1=O)C1=CC=CC=C1OC=1C=CC=CC12)=O (xanthene-9-spiro-4'-tetrahydropyran-2',6'-dione). RXN SMILES: [CH:1]1[C:14]2[C:13]([CH2:19][C:20](O)=[O:21])([CH2:15][C:16]([OH:18])=[O:17])[C:12]3[C:7](=[CH:8][CH:9]=[CH:10][CH:11]=3)[O:6][C:5]=2[CH:4]=[CH:3][CH:2]=1.O>C(OC(=O)C)(=O)C>[O:17]1[C:20](=[O:21])[CH2:19][C:13]2([C:12]3[CH:11]=[CH:10][CH:9]=[CH:8][C:7]=3[O:6][C:5]3[C:14]2=[CH:1][CH:2]=[CH:3][CH:4]=3)[CH2:15][C:16]1=[O:18]. Procedure details: A solution of xanthene 9,9-diacetic acid (0.8 g.) in acetic anhydride (3 ml.) is heated under reflux for 1 hour, cooled and poured into water. Extraction with ethyl acetate gives xanthene-9-spiro-4'-tetrahydropyran-2',6'-dione which is recrystallised from ethyl acetate-petroleum ether (b.p. 60°-80° C.), m.p. 188°-190° C. Starting materials: Cl (Hydrogen chloride), N1(CCC1)C1CCC2(CCN(CC2)C(=O)OCCCC)CC1 (butyl 9-(azetidin-1-yl)-3-azaspiro[5.5]undecane-3-carboxylate). Run in CO (methanol). Product: Cl.Cl.N1(CCC1)C1CCC2(CCNCC2)CC1 (9-(Azetidin-1-Y1)-3-azaspiro[5.5]undecane dihydrochloride). As a reaction SMILES: [ClH:1].[N:2]1([CH:6]2[CH2:23][CH2:22][C:9]3([CH2:14][CH2:13][N:12](C(OCCCC)=O)[CH2:11][CH2:10]3)[CH2:8][CH2:7]2)[CH2:5][CH2:4][CH2:3]1>CO>[ClH:1].[ClH:1].[N:2]1([CH:6]2[CH2:7][CH2:8][C:9]3([CH2:14][CH2:13][NH:12][CH2:11][CH2:10]3)[CH2:22][CH2:23]2)[CH2:3][CH2:4][CH2:5]1 |f:3.4.5|. Reported procedure: Hydrogen chloride in methanol (1.25 mol/l, 15.5 ml) was added to tent-butyl 9-(azetidin-1-yl)-3-azaspiro[5.5]undecane-3-carboxylate (1 g, 3.24 mmol) and the mixture was refluxed for 45 min. The solvent was removed in vacuo and the residue was dissolved in a small amount of ethanol. A solid was then precipitated out by addition of acetone, and finally diethyl ether was added and the precipitate formed was filtered out with suction. Yield: 0.87 g (95%) Reactants: F[B-](F)(F)F, CCOC(=O)C(Cc1ccc(OCC(=O)O)cc1)OCC, CCNCc1ccc(C(F)(F)F)cc1, ClCCl, CCN(C(C)C)C(C)C, CN(C)C(On1nnc2ccccc21)=[N+](C)C. Product: CCOC(=O)C(Cc1ccc(OCC(=O)N(CC)Cc2ccc(C(F)(F)F)cc2)cc1)OCC. Reaction SMILES: [B-:45]([F:46])([F:47])([F:48])[F:49].[CH2:15]([CH3:16])[O:17][CH:18]([CH2:19][c:20]1[cH:21][cH:22][c:23]([O:24][CH2:25][C:26](=[O:27])[OH:28])[cH:29][cH:30]1)[C:31](=[O:32])[O:33][CH2:34][CH3:35].[CH2:1]([CH3:2])[NH:3][CH2:4][c:5]1[cH:6][cH:7][c:8]([C:11]([F:12])([F:13])[F:14])[cH:9][cH:10]1.[CH2:67]([Cl:68])[Cl:69].[CH:36]([N:37]([CH2:38][CH3:39])[CH:40]([CH3:41])[CH3:42])([CH3:43])[CH3:44].[n:50]1([O:51][C:52]([N:53]([CH3:54])[CH3:55])=[N+:56]([CH3:57])[CH3:58])[c:59]2[cH:60][cH:61][cH:62][cH:63][c:64]2[n:65][n:66]1>>[CH2:1]([CH3:2])[N:3]([CH2:4][c:5]1[cH:6][cH:7][c:8]([C:11]([F:12])([F:13])[F:14])[cH:9][cH:10]1)[C:26]([CH2:25][O:24][c:23]1[cH:22][cH:21][c:20]([CH2:19][CH:18]([O:17][CH2:15][CH3:16])[C:31](=[O:32])[O:33][CH2:34][CH3:35])[cH:30][cH:29]1)=[O:28].